From a dataset of the Open Reaction Database (ORD), a public repository of structured organic reaction records. describe an organic reaction: reactants, conditions, products, and yield The reactants are COC1=C(C=O)C(=CC(=C1)OC1=CC=CC=C1)C (2-methoxy-6-methyl-4-phenoxy-benzaldehyde), B(Br)(Br)Br (boron tribromide), C(=O)=O.CC(=O)C (dry ice acetone), ice water. Run in C(Cl)Cl (DCM). Run at time 3 hour. The product is OC1=C(C=O)C(=CC(=C1)OC1=CC=CC=C1)C (2-hydroxy-6-methyl-4-phenoxy-benzaldehyde). Isolated yield 84.8%. RXN SMILES: C[O:2][C:3]1[CH:10]=[C:9]([O:11][C:12]2[CH:17]=[CH:16][CH:15]=[CH:14][CH:13]=2)[CH:8]=[C:7]([CH3:18])[C:4]=1[CH:5]=[O:6].B(Br)(Br)Br.C(=O)=O.CC(C)=O>C(Cl)Cl>[OH:2][C:3]1[CH:10]=[C:9]([O:11][C:12]2[CH:13]=[CH:14][CH:15]=[CH:16][CH:17]=2)[CH:8]=[C:7]([CH3:18])[C:4]=1[CH:5]=[O:6] |f:2.3|. Procedure details: A light yellow solution of 2-methoxy-6-methyl-4-phenoxy-benzaldehyde (6.33 g, 26.13 mmol) in DCM (250 mL) was treated with boron tribromide (1.0 M solution in DCM, 76 mL, 76 mmol) dropwise at −78° C. (dry ice/acetone bath). The red/brown mixture was stirred at −78° C. for 30 minutes, 0° C. (ice-water bath) for 30 minutes, then rt for 3 h. The mixture was quenched with ice water, then extracted with EtOAc. The extracts were washed with brine, dried (Na2SO4), filtered, and concentrated to a brown ... Reactants: C(C)(C)(C)N(NC(=O)C=1C=CC2=C(OC(CO2)C(=O)O)C1C)C(C1=CC(=CC(=C1)C)C)=O (7-[N′-tert-butyl-N′-(3,5-dimethyl-benzoyl)-hydrazinocarbonyl]-8-methyl-2,3-dihydro-benzo[1,4]dioxine-2-carboxylic acid), FC1=C(C(=C(C(=C1O)F)F)F)F (pentafluorophenol), C1CCC(CC1)N=C=NC2CCCCC2 (DCC). Solvent: C(C)(=O)OCC (ethyl acetate). Yields the product pentafluorophenol ester, FC1=C(C(=C(C(=C1OC(=O)C1COC2=C(O1)C(=C(C=C2)C(=O)NN(C(C2=CC(=CC(=C2)C)C)=O)C(C)(C)C)C)F)F)F)F (7-[N′-tert-butyl-N′-(3,5-dimethyl-benzoyl)-hydrazinocarbonyl]-8-methyl-2,3-dihydro-benzo[1,4]dioxine-2-carboxylic acid pentafluorophenyl ester). RXN SMILES: [C:1]([N:5]([C:23](=[O:32])[C:24]1[CH:29]=[C:28]([CH3:30])[CH:27]=[C:26]([CH3:31])[CH:25]=1)[NH:6][C:7]([C:9]1[CH:10]=[CH:11][C:12]2[O:17][CH2:16][CH:15]([C:18]([OH:20])=[O:19])[O:14][C:13]=2[C:21]=1[CH3:22])=[O:8])([CH3:4])([CH3:3])[CH3:2].[F:33][C:34]1[C:39](O)=[C:38]([F:41])[C:37]([F:42])=[C:36]([F:43])[C:35]=1[F:44].C1CCC(N=C=NC2CCCCC2)CC1>C(OCC)(=O)C>[F:33][C:34]1[C:39]([O:19][C:18]([CH:15]2[O:14][C:13]3[C:21]([CH3:22])=[C:9]([C:7]([NH:6][N:5]([C:1]([CH3:4])([CH3:3])[CH3:2])[C:23](=[O:32])[C:24]4[CH:25]=[C:26]([CH3:31])[CH:27]=[C:28]([CH3:30])[CH:29]=4)=[O:8])[CH:10]=[CH:11][C:12]=3[O:17][CH2:16]2)=[O:20])=[C:38]([F:41])[C:37]([F:42])=[C:36]([F:43])[C:35]=1[F:44]. Procedure details: In a vial, 97 mg (0.32 mm) of 7-[N′-tert-butyl-N′-(3,5-dimethyl-benzoyl)-hydrazinocarbonyl]-8-methyl-2,3-dihydro-benzo[1,4]dioxine-2-carboxylic acid, 60 mg (0.35 mm) of pentafluorophenol, 60 mg (0.32 mm) of DCC and 3 mL of ethyl acetate were stirred at room temperature for 24 hours. The reaction mixture was transferred to a round bottom flask and evaporated to dryness. The residue was redissolved in CH2Cl2 and chromatographed on silica gel. Elution with 40% ethyl acetate in hexane yielded the pe... Reactants: ClC=1C=C(C=CC1)C(CBr)Br (3-chloro-α,β-dibromoethylbenzene), [OH-].[K+] (potassium hydroxide), ice water. Conditions: time 1 hour. Run in C(C)O (ethanol), C(C)O (ethanol). Yields the product ClC=1C=C(C(=C)Br)C=CC1 (3-chloro-α-bromostyrene). Isolated yield 99.0%. As a reaction SMILES: [Cl:1][C:2]1[CH:3]=[C:4]([CH:8]([Br:11])[CH2:9]Br)[CH:5]=[CH:6][CH:7]=1.[OH-].[K+]>C(O)C>[Cl:1][C:2]1[CH:3]=[C:4]([CH:5]=[CH:6][CH:7]=1)[C:8]([Br:11])=[CH2:9] |f:1.2|. Reported procedure: In 50 ml of ethanol was suspended 20.8 g (69.7 mmol) of 3-chloro-α,β-dibromoethylbenzene. To the suspension was added 100 ml of an ethanol solution containing 5.8 g (103.4 mmol) of potassium hydroxide at room temperature, and the mixture was stirred at room temperature for 1 hour. After completion of the reaction, the reaction mixture was poured into 150 ml of ice-water and extracted with 300 ml of diethyl ether. The extract was dried over anhydrous sodium sulfate and concentrated to give 15.0 g... The reactants are ClCCl, NOC1CCN(S(=O)(=O)c2ccc(OC(F)(F)F)cc2)CC1, O=C=Nc1ccc(F)cc1, c1ccncc1. Yields the product O=C(NOC1CCN(S(=O)(=O)c2ccc(OC(F)(F)F)cc2)CC1)Nc1ccc(F)cc1. RXN SMILES: [Cl:39][CH2:40][Cl:41].[F:11][C:12]([O:13][c:14]1[cH:15][cH:16][c:17]([S:20](=[O:21])(=[O:22])[N:23]2[CH2:24][CH2:25][CH:26]([O:29][NH2:30])[CH2:27][CH2:28]2)[cH:18][cH:19]1)([F:31])[F:32].[F:1][c:2]1[cH:3][cH:4][c:5]([N:8]=[C:9]=[O:10])[cH:6][cH:7]1.[cH:33]1[cH:34][cH:35][n:36][cH:37][cH:38]1>>[F:1][c:2]1[cH:3][cH:4][c:5]([NH:8][C:9](=[O:10])[NH:30][O:29][CH:26]2[CH2:25][CH2:24][N:23]([S:20]([c:17]3[cH:16][cH:15][c:14]([O:13][C:12]([F:11])([F:31])[F:32])[cH:19][cH:18]3)(=[O:21])=[O:22])[CH2:28][CH2:27]2)[cH:6][cH:7]1.